This data is from the Open Reaction Database (ORD), a public repository of structured organic reaction records. The task is: describe an organic reaction: reactants, conditions, products, and yield The reactants are N[C@@H]1CC2=C(C=3C=NNC3C=C2)CN(C1=O)CC1=CC=C(C=C1)C(F)(F)F (7-(R)-amino-9-(4-trifluoromethylbenzyl)-6,7,9,10-tetrahydro-3H-2,3,9-triazacyclohepta[e]inden-8-one), O=C1C2(C=3C(=NC=CC3)N1)CC1=C(C=NC(=C1)C(=O)O)C2 ((±)-2′-oxo-1′,2′,5,7-tetrahydrospiro[cyclopenta[c]pyridine-6,3′-pyrrolo[2,3-b]pyridine]-3-carboxylic acid), O=C1C2(C=3C(=NC=CC3)N1)CC1=C(C=NC(=C1)C(=O)O)C2 ((±)-2′-oxo-1′,2′,5,7-tetrahydrospiro[cyclopenta[c]pyridine-6,3′-pyrrolo[2,3-b]pyridine]-3-carboxylic acid), C=1C=CC2=C(C1)N=NN2O (HOBT), C(CCl)Cl (EDC). The solvent is CN(C)C=O (DMF). Conditions: time 18 hour. The product is O=C1C2(C=3C(=NC=CC3)N1)CC1=C(C=NC(=C1)C(=O)N[C@@H]1CC3=C(C=4C=NNC4C=C3)CN(C1=O)CC1=CC=C(C=C1)C(F)(F)F)C2 (2′-Oxo-N-{(7R)-8-oxo-9-[4-(trifluoromethyl)benzyl]-3,6,7,8,9,10-hexahydroazepino[3,4-e]indazol-7-yl}-1′,2′,5,7-tetrahydrospiro[cyclopenta[c]pyridine-6,3′-pyrrolo[2,3-b]pyridine]-3-carboxamide). Reaction SMILES: [NH2:1][C@H:2]1[C:15](=[O:16])[N:14]([CH2:17][C:18]2[CH:23]=[CH:22][C:21]([C:24]([F:27])([F:26])[F:25])=[CH:20][CH:19]=2)[CH2:13][C:5]2[C:6]3[CH:7]=[N:8][NH:9][C:10]=3[CH:11]=[CH:12][C:4]=2[CH2:3]1.[O:28]=[C:29]1[NH:37][C:32]2=[N:33][CH:34]=[CH:35][CH:36]=[C:31]2[C:30]21[CH2:48][C:40]1[CH:41]=[N:42][C:43]([C:45](O)=[O:46])=[CH:44][C:39]=1[CH2:38]2.C1C=CC2N(O)N=NC=2C=1.C(Cl)CCl>CN(C=O)C>[O:28]=[C:29]1[NH:37][C:32]2=[N:33][CH:34]=[CH:35][CH:36]=[C:31]2[C:30]21[CH2:48][C:40]1[CH:41]=[N:42][C:43]([C:45]([NH:1][C@H:2]3[C:15](=[O:16])[N:14]([CH2:17][C:18]4[CH:23]=[CH:22][C:21]([C:24]([F:26])([F:25])[F:27])=[CH:20][CH:19]=4)[CH2:13][C:5]4[C:6]5[CH:7]=[N:8][NH:9][C:10]=5[CH:11]=[CH:12][C:4]=4[CH2:3]3)=[O:46])=[CH:44][C:39]=1[CH2:38]2. Reported procedure: A mixture of 7-(R)-amino-9-(4-trifluoromethylbenzyl)-6,7,9,10-tetrahydro-3H-2,3,9-triazacyclohepta[e]inden-8-one (86 mg, 0.23 mmol) [Chaturvedula et al. WO 2006/052378], (±)-2′-oxo-1′,2′,5,7-tetrahydrospiro[cyclopenta[c]pyridine-6,3′-pyrrolo[2,3-b]pyridine]-3-carboxylic acid (79 mg, 0.28 mmol, described in Intermediate 5), HOBT (43 mg, 0.28 mmol), and EDC (54 mg, 0.28 mmol) in DMF (2 mL) is stirred at ambient temperature for 18 h. The reaction mixture is purified directly by HPLC using a reverse... The reactants are S1C=C(C=C1)C(=O)Cl (thiophene-3-carbonyl chloride), N1=CN=C2N=CNC2=C1N (adenine). Solvent: N1=CC=CC=C1 (pyridine). The product is C1=C(C=CS1)C(=O)NC1=C2NC=NC2=NC=N1 (6-(3-Thenoylamino)-purine). Isolated yield 60.0%. Reaction SMILES: [S:1]1[CH:5]=[CH:4][C:3]([C:6](Cl)=[O:7])=[CH:2]1.[N:9]1[C:17]([NH2:18])=[C:16]2[C:12]([N:13]=[CH:14][NH:15]2)=[N:11][CH:10]=1>N1C=CC=CC=1>[CH:2]1[S:1][CH:5]=[CH:4][C:3]=1[C:6]([NH:18][C:17]1[N:9]=[CH:10][N:11]=[C:12]2[C:16]=1[NH:15][CH:14]=[N:13]2)=[O:7]. Procedure details: 62.6 g (0.439 mole) of thiophene-3-carbonyl chloride are added to a suspension of 19.7 g (0.146 mole) of adenine in 100 ml of dry pyridine. The mixture is refluxed for 10 hours, the pyridine is distilled off, the residue is taken up in chloroform, the solution is washed with dilute sodium bicarbonate solution and dried over sodium sulfate, and the solvent is then stripped off in a rotary evaporator. The solid residue is stirred repeatedly with cyclohexane and then recrystallized from ethanol and... The reactants are ClC=1C=C(C=CC1Cl)C(F)(F)F (3,4-dichlorobenzotrifluoride), [OH-].[K+] (potassium hydroxide), C1(O)=CC(O)=CC=C1 (resorcin), resultant solution. The solvent is O (water), O (water), CS(=O)C (dimethyl sulfoxide). Run at time 50 hour. Yields the product ClC1=C(OC2=C(C=CC=C2)OC2=C(C=C(C=C2)C(F)(F)F)Cl)C=CC(=C1)C(F)(F)F (bis(2-chloro-4-trifluoromethylphenoxy)benzene). As a reaction SMILES: [Cl:1][C:2]1[CH:3]=[C:4]([C:9]([F:12])([F:11])[F:10])[CH:5]=[CH:6][C:7]=1Cl.[C:13]1([CH:20]=[CH:19][CH:18]=[C:16]([OH:17])[CH:15]=1)O.[OH-:21].[K+]>CS(C)=O.O>[Cl:1][C:2]1[CH:3]=[C:4]([C:9]([F:12])([F:11])[F:10])[CH:5]=[CH:6][C:7]=1[O:21][C:15]1[CH:13]=[CH:20][CH:19]=[CH:18][C:16]=1[O:17][C:7]1[CH:6]=[CH:5][C:4]([C:9]([F:12])([F:11])[F:10])=[CH:3][C:2]=1[Cl:1] |f:2.3|. Reported procedure: In 100 ml of dimethyl sulfoxide, there were dissolved 129 g. (0.60 mole) of 3,4-dichlorobenzotrifluoride and 27.5 g. (0.25 mole) of resorcin. Then, a solution of 34 g. (0.60 mole) of potassium hydroxide dissolved in 15 ml of water was added to the resultant solution and the mixture was heated with stirring at 150° to 160° C. for 50 hours. After the reaction mixture was left to cool, water was added thereto and the oily product precipitated was subjected to extraction with benzene. The extract wa... The reactants are COC(=O)CBr, ClCCl, Cl, FC1(F)CCNCC1, [Na+], O=C([O-])O, O. The product is COC(=O)CN1CCC(F)(F)CC1. As a reaction SMILES: [Br:10][CH2:11][C:12](=[O:13])[O:14][CH3:15].[Cl:22][CH2:23][Cl:24].[ClH:9].[F:1][C:2]1([F:8])[CH2:3][CH2:4][NH:5][CH2:6][CH2:7]1.[Na+:20].[O-:16][C:17]([OH:18])=[O:19].[OH2:21]>>[F:1][C:2]1([F:8])[CH2:3][CH2:4][N:5]([CH2:11][C:12](=[O:13])[O:14][CH3:15])[CH2:6][CH2:7]1. Reactants: CC(CC(=O)c1ccc(F)cc1)NC(C)c1ccc(Br)cc1, COC(=O)Cl, ClCCl, [K+], [K+], O=C([O-])[O-]. Yields the product COC(=O)N(C(C)CC(=O)c1ccc(F)cc1)C(C)c1ccc(Br)cc1. RXN SMILES: [Br:1][c:2]1[cH:3][cH:4][c:5]([CH:8]([CH3:9])[NH:10][CH:11]([CH2:12][C:13](=[O:14])[c:15]2[cH:16][cH:17][c:18]([F:21])[cH:19][cH:20]2)[CH3:22])[cH:6][cH:7]1.[C:29]([O:30][CH3:31])(=[O:32])[Cl:33].[CH2:34]([Cl:35])[Cl:36].[K+:23].[K+:24].[O-:25][C:26]([O-:27])=[O:28]>>[Br:1][c:2]1[cH:3][cH:4][c:5]([CH:8]([CH3:9])[N:10]([CH:11]([CH2:12][C:13](=[O:14])[c:15]2[cH:16][cH:17][c:18]([F:21])[cH:19][cH:20]2)[CH3:22])[C:29]([O:30][CH3:31])=[O:32])[cH:6][cH:7]1. The reactants are CC([O-])=S, CS(=O)(=O)OC1CC(=O)N(Cc2ccc(C(=O)c3ccccc3)cc2)C1, [K+]. The product is CC(=O)SC1CC(=O)N(Cc2ccc(C(=O)c3ccccc3)cc2)C1. Reaction SMILES: [C:27]([CH3:28])(=[S:29])[O-:30].[CH3:1][S:2]([O:3][CH:6]1[CH2:7][C:8](=[O:26])[N:9]([CH2:11][c:12]2[cH:13][cH:14][c:15]([C:18]([c:19]3[cH:20][cH:21][cH:22][cH:23][cH:24]3)=[O:25])[cH:16][cH:17]2)[CH2:10]1)(=[O:4])=[O:5].[K+:31]>>[CH:6]1([S:29][C:27]([CH3:28])=[O:30])[CH2:7][C:8](=[O:26])[N:9]([CH2:11][c:12]2[cH:13][cH:14][c:15]([C:18]([c:19]3[cH:20][cH:21][cH:22][cH:23][cH:24]3)=[O:25])[cH:16][cH:17]2)[CH2:10]1. Reactants: CCOC(=O)CBr, CCCc1cc(OCc2ccccc2)ccc1O, [H-], [Na+], CN(C)C=O. Product: CCCc1cc(OCc2ccccc2)ccc1OCC(=O)OCC. RXN SMILES: [Br:21][CH2:22][C:23](=[O:24])[O:25][CH2:26][CH3:27].[CH2:1]([c:2]1[cH:3][cH:4][cH:5][cH:6][cH:7]1)[O:8][c:9]1[cH:10][c:11]([CH2:16][CH2:17][CH3:18])[c:12]([OH:15])[cH:13][cH:14]1.[H-:20].[Na+:19].[O:28]=[CH:29][N:30]([CH3:31])[CH3:32]>>[CH2:1]([c:2]1[cH:3][cH:4][cH:5][cH:6][cH:7]1)[O:8][c:9]1[cH:10][c:11]([CH2:16][CH2:17][CH3:18])[c:12]([O:15][CH2:22][C:23](=[O:24])[O:25][CH2:26][CH3:27])[cH:13][cH:14]1. Product: COC=1C(C(=C(C(C1OC)=O)CC=1C=CC(=C(C(=O)O)C1)C1=CC=C(C=C1)OC)C)=O (5-(5,6-Dimethoxy-3-methyl-1,4-benzoquinon-2-yl)methyl-2-(4-methoxyphenyl)benzoic acid). Reaction conditions: time 3 hour. Procedure: 5-(3,4,5,6-Tetramethoxy-2-methylbenzyl)-2-(4-methoxy-phenyl)benzoic acid (440 mg, 0.9734 mmol) was dissolved in a mixed solvent of acetonitrile (30 ml) and water (10 ml), then CAN (1.10 g, 2.0072 mmol) was added thereto at room temperature and the mixture was stirred for 3 hour. The reaction solution was poured into water and extracted with ether. The extract was washed with water and dried and the solvent was evaporated therefrom. The residue was purified by silica gel column chromatography (5%... The yield is 63.0%. RXN SMILES: C[O:2][C:3]1[C:4]([CH3:33])=[C:5]([C:24]([O:31]C)=[C:25]([O:29][CH3:30])[C:26]=1[O:27][CH3:28])[CH2:6][C:7]1[CH:8]=[CH:9][C:10]([C:16]2[CH:21]=[CH:20][C:19]([O:22][CH3:23])=[CH:18][CH:17]=2)=[C:11]([CH:15]=1)[C:12]([OH:14])=[O:13].O=[N+]([O-])[O-].[O-][N+](=O)[O-].[O-][N+](=O)[O-].[O-][N+](=O)[O-].[O-][N+](=O)[O-].[O-][N+](=O)[O-].[Ce+4].[NH4+].[NH4+]>C(#N)C.O>[CH3:28][O:27][C:26]1[C:3](=[O:2])[C:4]([CH3:33])=[C:5]([CH2:6][C:7]2[CH:8]=[CH:9][C:10]([C:16]3[CH:17]=[CH:18][C:19]([O:22][CH3:23])=[CH:20][CH:21]=3)=[C:11]([CH:15]=2)[C:12]([OH:14])=[O:13])[C:24](=[O:31])[C:25]=1[O:29][CH3:30] |f:1.2.3.4.5.6.7.8.9|. Reactants: COC=1C(=C(CC=2C=CC(=C(C(=O)O)C2)C2=CC=C(C=C2)OC)C(=C(C1OC)OC)OC)C (5-(3,4,5,6-Tetramethoxy-2-methylbenzyl)-2-(4-methoxy-phenyl)benzoic acid), O=[N+]([O-])[O-].[O-][N+]([O-])=O.[O-][N+]([O-])=O.[O-][N+]([O-])=O.[O-][N+]([O-])=O.[O-][N+]([O-])=O.[Ce+4].[NH4+].[NH4+] (CAN). Run in O (water), C(C)#N (acetonitrile), O (water). Starting materials: O=C([O-])[O-], CN(C)CCCl, CC1(C)OB(c2cn[nH]c2)OC1(C)C, CCOC(C)=O, CN(C)C=O, [K+], [K+]. Yields the product CN(C)CCn1cc(B2OC(C)(C)C(C)(C)O2)cn1. Reaction SMILES: [C:21](=[O:22])([O-:23])[O-:24].[CH3:15][N:16]([CH3:17])[CH2:18][CH2:19][Cl:20].[CH3:1][C:2]1([CH3:14])[O:3][B:4]([c:9]2[cH:10][n:11][nH:12][cH:13]2)[O:5][C:6]1([CH3:7])[CH3:8].[CH3:27][CH2:28][O:29][C:30](=[O:31])[CH3:32].[CH3:33][N:34]([CH3:35])[CH:36]=[O:37].[K+:25].[K+:26]>>[CH3:1][C:2]1([CH3:14])[O:3][B:4]([c:9]2[cH:10][n:11][n:12]([CH2:19][CH2:18][N:16]([CH3:15])[CH3:17])[cH:13]2)[O:5][C:6]1([CH3:7])[CH3:8]. Reactants: ClC[C@H]([C@H](CC1=CC(=CC(=C1)F)F)NC(OC(C)(C)C)=O)O (tert-butyl (1S,2S)-3-chloro-1-(3,5-difluorobenzyl)-2-hydroxypropylcarbamate), [OH-].[K+] (potassium hydroxide), O (water). Run in C(C)O (ethanol), C(C)O (ethanol). Run at time 1 hour. Yields the product FC=1C=C(C=C(C1)F)C[C@@H]([C@@H]1OC1)NC(OC(C)(C)C)=O (tert-Butyl (1S)-2-(3,5-difluorophenyl)-1-[(2S)-oxiranyl]ethylcarbamate). As a reaction SMILES: Cl[CH2:2][C@@H:3]([OH:22])[C@@H:4]([NH:14][C:15](=[O:21])[O:16][C:17]([CH3:20])([CH3:19])[CH3:18])[CH2:5][C:6]1[CH:11]=[C:10]([F:12])[CH:9]=[C:8]([F:13])[CH:7]=1.[OH-].[K+].O>C(O)C>[F:13][C:8]1[CH:7]=[C:6]([CH2:5][C@H:4]([NH:14][C:15](=[O:21])[O:16][C:17]([CH3:20])([CH3:19])[CH3:18])[C@H:3]2[CH2:2][O:22]2)[CH:11]=[C:10]([F:12])[CH:9]=1 |f:1.2|. Reported procedure: To a 250 mL 3-neck round bottom flask equipped with magnetic stir bar, nitrogen inlet and thermocouple, is added tert-butyl (1S,2S)-3-chloro-1-(3,5-difluorobenzyl)-2-hydroxypropylcarbamate IV, EXAMPLE 3, 3.5 g, 0.010 moles, 1 equivalent) followed by absolute ethanol (60 mL) and cooled to 0°. To this mixture is added potassium hydroxide (0.73 g, 0.013 moles, 1.25 equivalents) dissolved in absolute ethanol (10 mL) over 1 hr and the resulting suspension is warmed to 15-20° and stirred for 1 hr. At ...